This data is from the Open Reaction Database (ORD), a public repository of structured organic reaction records. The task is: describe an organic reaction: reactants, conditions, products, and yield Starting materials: CC(=O)O[BH-](OC(C)=O)OC(C)=O, CC(C)CCC(=O)CCC(C)C, ClCCl, Cl, CC(C)(C)NC(=O)C(N)Cc1ccc(OCc2ccccc2)cc1, [Na+], [Na+], O=C([O-])O. Yields the product Cl, CC(C)CCC(CCC(C)C)NC(Cc1ccc(OCc2ccccc2)cc1)C(=O)NC(C)(C)C. RXN SMILES: [C:38]([O:39][BH-:40]([O:41][C:42](=[O:43])[CH3:44])[O:45][C:46](=[O:47])[CH3:48])(=[O:49])[CH3:50].[CH2:26]([CH2:27][CH:28]([CH3:29])[CH3:30])[C:31](=[O:32])[CH2:33][CH2:34][CH:35]([CH3:36])[CH3:37].[Cl:57][CH2:58][Cl:59].[ClH:1].[NH2:2][CH:3]([C:4](=[O:5])[NH:6][C:7]([CH3:8])([CH3:9])[CH3:10])[CH2:11][c:12]1[cH:13][cH:14][c:15]([O:18][CH2:19][c:20]2[cH:21][cH:22][cH:23][cH:24][cH:25]2)[cH:16][cH:17]1.[Na+:51].[Na+:56].[O-:52][C:53]([OH:54])=[O:55]>>[ClH:1].[NH:2]([CH:3]([C:4](=[O:5])[NH:6][C:7]([CH3:8])([CH3:9])[CH3:10])[CH2:11][c:12]1[cH:13][cH:14][c:15]([O:18][CH2:19][c:20]2[cH:21][cH:22][cH:23][cH:24][cH:25]2)[cH:16][cH:17]1)[CH:31]([CH2:26][CH2:27][CH:28]([CH3:29])[CH3:30])[CH2:33][CH2:34][CH:35]([CH3:36])[CH3:37]. Starting materials: C1(=CC=CC=C1)C1=C(N=CO1)C(=O)O (5-phenyl-4-oxazolecarboxylic acid), C(=O)(N1C=NC=C1)N1C=NC=C1 (1,1'-carbonyldiimidazole), NCCNC(OC(C)(C)C)=O (t-butyl (2-aminoethyl)carbamate). The solvent is O1CCCC1 (tetrahydro-furan), O1CCCC1 (tetrahydrofuran). Reaction conditions: time 30 minute. Yields the product C1(=CC=CC=C1)C1=C(N=CO1)C(=O)NCCNC(OC(C)(C)C)=O (t-butyl [2-(5-phenyl-4-oxazole- carboxamido)ethyl]- carbamate). Isolated yield 92.1%. RXN SMILES: [C:1]1([C:7]2[O:11][CH:10]=[N:9][C:8]=2[C:12]([OH:14])=O)[CH:6]=[CH:5][CH:4]=[CH:3][CH:2]=1.C(N1C=CN=C1)(N1C=CN=C1)=O.[NH2:27][CH2:28][CH2:29][NH:30][C:31](=[O:37])[O:32][C:33]([CH3:36])([CH3:35])[CH3:34]>O1CCCC1>[C:1]1([C:7]2[O:11][CH:10]=[N:9][C:8]=2[C:12]([NH:27][CH2:28][CH2:29][NH:30][C:31](=[O:37])[O:32][C:33]([CH3:35])([CH3:34])[CH3:36])=[O:14])[CH:2]=[CH:3][CH:4]=[CH:5][CH:6]=1. Procedure details: 3.6 g (19.1 mmol) of 5-phenyl-4-oxazolecarboxylic acid were added portionwise to a suspension of 3.1 g (19.1 mmol) of 1,1'-carbonyldiimidazole in 20 ml of dry tetrahydro-furan, whereby a brown solution formed with o the evolution of gas. After a reaction period of 15 minutes at 20° 3.05 g (19.0 mmol) of t-butyl (2-aminoethyl)carbamate in 10 ml of dry tetrahydrofuran were added dropwise (slight warming) and the reaction mixture was stirred for a further 30 minutes. Thereafter, the reaction mixtur...